From a dataset of the Open Reaction Database (ORD), a public repository of structured organic reaction records. describe an organic reaction: reactants, conditions, products, and yield Reactants: BrC(F)(Br)Br (tribromofluoromethane), C1(=CC=CC=C1)P(C1=CC=CC=C1)C1=CC=CC=C1 (triphenyl phosphine), C(C)[C@@H]1CC[C@H](CC1)[C@@H]1CC[C@H](CC1)C=O (trans-4-(trans-4-ethylcyclohexyl)cyclohexane carboaldehyde). Run in COCCOC (ethylene glycol dimethyl ether), O1CCCC1 (tetrahydrofuran). Reaction conditions: time 1 hour. Yields the product C(C)[C@@H]1CC[C@H](CC1)[C@@H]1CC[C@H](CC1)C=C(Br)F (trans-4-(trans-4-ethylcyclohexyl)cyclohexyl-2-fluoro-2-bromoethene). RXN SMILES: [Br:1][C:2](Br)(Br)[F:3].C1(P(C2C=CC=CC=2)C2C=CC=CC=2)C=CC=CC=1.[CH2:25]([C@H:27]1[CH2:32][CH2:31][C@H:30]([C@H:33]2[CH2:38][CH2:37][C@H:36]([CH:39]=O)[CH2:35][CH2:34]2)[CH2:29][CH2:28]1)[CH3:26]>COCCOC.O1CCCC1>[CH2:25]([C@H:27]1[CH2:32][CH2:31][C@H:30]([C@H:33]2[CH2:38][CH2:37][C@H:36]([CH:39]=[C:2]([F:3])[Br:1])[CH2:35][CH2:34]2)[CH2:29][CH2:28]1)[CH3:26]. Procedure: A solution of tribromofluoromethane and triphenyl phosphine in ethylene glycol dimethyl ether was stirred at 70° C. for 1 hour. The reaction solution was cooled with ice, and a solution of trans-4-(trans-4-ethylcyclohexyl)cyclohexane carboaldehyde in tetrahydrofuran was added thereto. After the reaction solution was further stirred for 1 hour, the temperature of the solution was gradually raised up to room temperature, and insoluble substances were removed by filtration. Dilute hydrochloric acid... Reactants: CC1=CC=C(C=C1)B(O)O (4-methylphenylboronic acid), ClC1=CC=C(N=N1)N1CCC(CC1)N1CCC2=CC=C(C=C12)F (1-(1-(6-chloropyridazin-3-yl)piperidin-4-yl)-6-fluoroindoline). The product is FC1=CC=C2CCN(C2=C1)C1CCN(CC1)C=1N=NC(=CC1)C1=CC=C(C=C1)C (6-fluoro-1-(1-(6-(p-tolyl)pyridazin-3-yl)piperidin-4-yl)indoline). As a reaction SMILES: [CH3:1][C:2]1[CH:7]=[CH:6][C:5](B(O)O)=[CH:4][CH:3]=1.Cl[C:12]1[N:17]=[N:16][C:15]([N:18]2[CH2:23][CH2:22][CH:21]([N:24]3[C:32]4[C:27](=[CH:28][CH:29]=[C:30]([F:33])[CH:31]=4)[CH2:26][CH2:25]3)[CH2:20][CH2:19]2)=[CH:14][CH:13]=1>>[F:33][C:30]1[CH:31]=[C:32]2[C:27]([CH2:26][CH2:25][N:24]2[CH:21]2[CH2:22][CH2:23][N:18]([C:15]3[N:16]=[N:17][C:12]([C:5]4[CH:6]=[CH:7][C:2]([CH3:1])=[CH:3][CH:4]=4)=[CH:13][CH:14]=3)[CH2:19][CH2:20]2)=[CH:28][CH:29]=1. Procedure: The title compound was prepared following the procedure as described in Example 1, Method A, STEP 4, reacting 4-methylphenylboronic acid and 1-(1-(6-chloropyridazin-3-yl)piperidin-4-yl)-6-fluoroindoline. Reactants: CC1=C(C=CC=C1[N+](=O)[O-])CC#N ((2-Methyl-3-nitro-phenyl)-acetonitrile), [H][H] (hydrogen). Reagents/catalysts: [Pd] (palladium on carbon). Solvent: C(C)(=O)OCC (ethyl acetate). Yields the product NC=1C(=C(C=CC1)CC#N)C ((3-amino-2-methyl-phenyl)-acetonitrile). Isolated yield 80.6%. RXN SMILES: [CH3:1][C:2]1[C:7]([N+:8]([O-])=O)=[CH:6][CH:5]=[CH:4][C:3]=1[CH2:11][C:12]#[N:13].[H][H]>C(OCC)(=O)C.[Pd]>[NH2:8][C:7]1[C:2]([CH3:1])=[C:3]([CH2:11][C:12]#[N:13])[CH:4]=[CH:5][CH:6]=1. Procedure details: (2-Methyl-3-nitro-phenyl)-acetonitrile (16.6g ) was dissolved in 400 ml of ethyl acetate and 0.83g of 10% palladium on carbon (Degussa type) was added; and the reaction mixture was placed under 50 lb/in2 of hydrogen on the Parr shaker for 4 hr. The catalyst was filtered off; the solvent was evaporated; and the residue was purified by flash chromatography on silica gel eluting with ethyl acetate:hexane (2:3), yielding 11.1 g of (3-amino-2-methyl-phenyl)-acetonitrile as a white solid. ##STR104## Reactants: [Al+3], O=C(O)c1ccc2c(c1)OC(F)(F)C(F)(F)O2, [H-], [H-], [H-], [H-], [Li+], [Na+], C1CCOC1, [OH-]. Yields the product OCc1ccc2c(c1)OC(F)(F)C(F)(F)O2. Reaction SMILES: [Al+3:2].[F:7][C:8]1([F:23])[C:9]([F:21])([F:22])[O:10][c:11]2[c:12]([cH:14][cH:15][c:16]([C:18](=[O:19])[OH:20])[cH:17]2)[O:13]1.[H-:1].[H-:4].[H-:5].[H-:6].[Li+:3].[Na+:25].[O:26]1[CH2:27][CH2:28][CH2:29][CH2:30]1.[OH-:24]>>[F:7][C:8]1([F:23])[C:9]([F:21])([F:22])[O:10][c:11]2[c:12]([cH:14][cH:15][c:16]([CH2:18][OH:19])[cH:17]2)[O:13]1. The reactants are C1(=CC=CC=C1)OC (anisole), C(#N)C1(CCCCC1)CC(=O)OCCCC ((1-cyanocyclohexyl)acetic acid, 1-butyl ester). Run in FC(C(=O)O)(F)F (trifluoroacetic acid). Product: C(#N)C1(CCCCC1)CC(=O)O ((1-Cyanocyclohexyl)acetic acid). RXN SMILES: C1(OC)C=CC=CC=1.[C:9]([C:11]1([CH2:17][C:18]([O:20]CCCC)=[O:19])[CH2:16][CH2:15][CH2:14][CH2:13][CH2:12]1)#[N:10]>FC(F)(F)C(O)=O>[C:9]([C:11]1([CH2:17][C:18]([OH:20])=[O:19])[CH2:16][CH2:15][CH2:14][CH2:13][CH2:12]1)#[N:10]. Procedure details: To a solution of 2.4 mL (2.4 g, 22 mmol) of anisole in 50 mL of trifluoroacetic acid is added 5.00 g (22.4 mmol) of (1-cyanocyclohexyl)acetic acid, 1-butyl ester. The reaction is monitored (TLC) for the loss of starting material and when the reaction is complete it is concentrated under reduced pressure. Water (˜10 mL) is added to the residue and the mixture is adjusted to pH=10-12 with base (NaOH). The basic aqueous layer is extracted with a suitable organic solvent (EtOAc) to remove impurities...